Dataset: the Open Reaction Database (ORD), a public repository of structured organic reaction records. Task: describe an organic reaction: reactants, conditions, products, and yield The reactants are C(C)C=1C=CC(=NC1)NC(OCC1=CC=CC=C1)=O (benzyl (5-ethyl-2-pyridyl)carbamate), [H][H] (hydrogen). Reagents/catalysts: [Pd] (palladium-on-carbon). Run in C(C)O (ethanol). Yields the product NC1=NC=C(C=C1)CC (2-amino-5-ethylpyridine). Yield: 99.2%. Reaction SMILES: [CH2:1]([C:3]1[CH:4]=[CH:5][C:6]([NH:9]C(=O)OCC2C=CC=CC=2)=[N:7][CH:8]=1)[CH3:2].[H][H]>C(O)C.[Pd]>[NH2:9][C:6]1[CH:5]=[CH:4][C:3]([CH2:1][CH3:2])=[CH:8][N:7]=1. Procedure details: A suspension of benzyl (5-ethyl-2-pyridyl)carbamate (1.9 g., 7.43 mmoles) and 10% palladium-on-carbon (0.4 g.) in ethanol (100 ml.) was shaken with hydrogen at a pressure of 3.5 kg./cm2 hours. The catalyst was removed by filtration and the filtrate concentrated to yield 2-amino-5-ethylpyridine (0.9 g., 99.4%) as a colorless oil. Reactants: [N-]=[N+]=[N-].[Na+] (NaN3), CC1=C(C(=O)O)C(=CC=N1)C (2,4-dimethylnicotinic acid), O (H2O). The solvent is O=S(Cl)Cl (SOCl2). Reaction conditions: temperature 60 celsius, time 1 hour. Yields the product CC1=NC=CC(=C1N)C (2,4-dimethylpyridin-3-amine). Reaction SMILES: [CH3:1][C:2]1[N:10]=[CH:9][CH:8]=[C:7]([CH3:11])[C:3]=1C(O)=O.[N-:12]=[N+]=[N-].[Na+].O>O=S(Cl)Cl>[CH3:1][C:2]1[C:3]([NH2:12])=[C:7]([CH3:11])[CH:8]=[CH:9][N:10]=1 |f:1.2|. Procedure: 2,4-dimethylnicotinic acid (3.0 g, 20 mmol) was added in SOCl2 (20 mL) at 0° C. and warmed to 60° C. After stirring for 1 hr, the reaction was concentrated under vacuum. The residue was dissolved in acetone (20 mL) and NaN3 (1.9 g, 30 mmol) followed by H2O (20 mL). The reaction was warmed to 70° C. and stirred for 1 hr at the same temperature. The reaction was cooled to room temperature and concentrated under vacuum to a half volume and poured into H2O (50 mL) and extracted with ethyl acetate (5... Starting materials: CO, CCCS(=O)(=O)Nc1ccc(Cl)c(C(=O)O)c1F. Product: CCCS(=O)(=O)Nc1cccc(C(=O)O)c1F. RXN SMILES: [CH3:19][OH:20].[Cl:1][c:2]1[cH:3][cH:4][c:5]([NH:12][S:13](=[O:14])(=[O:15])[CH2:16][CH2:17][CH3:18])[c:6]([F:11])[c:7]1[C:8](=[O:9])[OH:10]>>[cH:2]1[cH:3][cH:4][c:5]([NH:12][S:13](=[O:14])(=[O:15])[CH2:16][CH2:17][CH3:18])[c:6]([F:11])[c:7]1[C:8](=[O:9])[OH:10]. Starting materials: BrC=1C=C(C=NC1)C=O (5-bromo-pyridine-3-carbaldehyde), OC1=C2C=CN(C2=CC=C1)C (4-hydroxy-1-methyl-indole), C(CC#N)#N (malononitrile), N1CCCCC1 (piperidine). Product: NC=1OC2=C3C(=CC=C2C(C1C#N)C=1C=NC=C(C1)Br)N(C=C3)C (2-Amino-4-(5-bromo-pyridin-3-yl)-3-cyano-7-methyl-4H-pyrrolo [2,3-h]chromene). As a reaction SMILES: [Br:1][C:2]1[CH:3]=[C:4]([CH:8]=O)[CH:5]=[N:6][CH:7]=1.[OH:10][C:11]1[CH:19]=[CH:18][CH:17]=[C:16]2[C:12]=1[CH:13]=[CH:14][N:15]2[CH3:20].[C:21](#[N:25])[CH2:22][C:23]#[N:24].N1CCCCC1>>[NH2:25][C:21]1[O:10][C:11]2[C:19]([CH:8]([C:4]3[CH:5]=[N:6][CH:7]=[C:2]([Br:1])[CH:3]=3)[C:22]=1[C:23]#[N:24])=[CH:18][CH:17]=[C:16]1[N:15]([CH3:20])[CH:14]=[CH:13][C:12]=21. Procedure details: The title compound was prepared from 5-bromo-pyridine-3-carbaldehyde (44 mg, 0.24 mmol), 4-hydroxy-1-methyl-indole (35 mg, 0.24 mmol), malononitrile (16 mg, 0.24 mmol) and piperidine (0.05 mL), similar to Example 10, and isolated as a solid. 1H NMR (CDCl3): 8.54 (d, J=2.4 Hz, 1H), 8.47 (d, J=1.8 Hz, 1H), 7.60 (m, 1H), 7.08 (d, J=3.0 Hz, 1H), 7.05 (d, J=8.4 Hz, 1H), 6.70 (d, J=8.7 Hz, 1H), 6.58 (d, J=3.0 Hz, 1H), 4.89 (s, 1H), 4.78 (brs, 2H), 3.79 (s, 3H). The solvent is CO (methanol). The reactants are BrCC(=O)[C@@H]1CC[C@H](CC1)C (2-Bromo-1-(trans-4-methyl-cyclohexyl)-ethanone), C(C)(C)(C)OC(CCN(C(=S)N)CC=1SC(=CC1)CC)=O (3-[1-(5-ethyl-thiophen-2-ylmethyl)-thioureido]-propionic acid tert-butyl ester). Yields the product C(C)(C)(C)OC(CCN(CC=1SC(=CC1)CC)C=1SC=C(N1)[C@@H]1CC[C@H](CC1)C)=O (3-[[4-(trans-4-methyl-cyclohexyl)-thiazol-2-yl]-(5-ethyl-thiophen-2-ylmethyl)-amino]-propionic acid tert-butyl ester). Reaction SMILES: Br[CH2:2][C:3]([C@H:5]1[CH2:10][CH2:9][C@H:8]([CH3:11])[CH2:7][CH2:6]1)=O.[C:12]([O:16][C:17](=[O:32])[CH2:18][CH2:19][N:20]([CH2:24][C:25]1[S:26][C:27]([CH2:30][CH3:31])=[CH:28][CH:29]=1)[C:21]([NH2:23])=[S:22])([CH3:15])([CH3:14])[CH3:13]>CO>[C:12]([O:16][C:17](=[O:32])[CH2:18][CH2:19][N:20]([C:21]1[S:22][CH:2]=[C:3]([C@H:5]2[CH2:10][CH2:9][C@H:8]([CH3:11])[CH2:7][CH2:6]2)[N:23]=1)[CH2:24][C:25]1[S:26][C:27]([CH2:30][CH3:31])=[CH:28][CH:29]=1)([CH3:13])([CH3:14])[CH3:15]. Procedure: 2-Bromo-1-(trans-4-methyl-cyclohexyl)-ethanone (61 mg, 0.277 mmol) was added to a methanol (about 4 mL) solution of 3-[1-(5-ethyl-thiophen-2-ylmethyl)-thioureido]-propionic acid tert-butyl ester (100 mg, 0.304 mmol) and the reaction was heated at 60° C. overnight to obtain the 3-[[4-(trans-4-methyl-cyclohexyl)-thiazol-2-yl]-(5-ethyl-thiophen-2-ylmethyl)-amino]-propionic acid tert-butyl ester product following a method analogous to General Procedure C. The solvent was removed at reduced pressure ... Conditions: temperature 60 celsius. The reactants are halide, BrC=1C=C(C=CC1)C (3-Bromotoluene), C(CC)(=O)C1=CC=CC=C1 (propiophenone), CC(C)([O-])C.[Na+] (sodium t-butoxide). Reagents/catalysts: C(C)(=O)[O-].[Pd+2].C(C)(=O)[O-] (palladium acetate). Run at time 1 minute. Yields the product CC1=C(C=CC=C1)C(C(=O)C1=CC=CC=C1)C (α-(2-Methylphenyl)propiophenone). Yield: 45.9%. RXN SMILES: CC(C)([O-])C.[Na+].Br[C:8]1[CH:9]=[C:10]([CH3:14])[CH:11]=[CH:12][CH:13]=1.[C:15]([C:19]1[CH:24]=[CH:23][CH:22]=[CH:21][CH:20]=1)(=[O:18])[CH2:16][CH3:17]>C([O-])(=O)C.[Pd+2].C([O-])(=O)C>[CH3:14][C:10]1[CH:11]=[CH:12][CH:13]=[CH:8][C:9]=1[CH:16]([CH3:17])[C:15]([C:19]1[CH:24]=[CH:23][CH:22]=[CH:21][CH:20]=1)=[O:18] |f:0.1,4.5.6|. Procedure: An oven dried Schlenk tube equipped with a rubber septum was cooled under an argon purge. The septum was removed and the tube was charged with palladium acetate (2.3 mg, 0.01 mmol) and sodium t-butoxide (125 mg, 1.3 mmol). The tube was capped with the septum, purged with argon. Toluene (2 mL) was added and the mixture stirred for 1 min at room temperature. 3-Bromotoluene (0.120 mL, 1.0 mmol) and propiophenone (0.16 mL, 1.2 mmol) were added to the tube. The mixture was heated to 80° C. and stirre... Starting materials: O=C([O-])[O-], CN(C)C=O, ClCc1cc(-c2ccccc2)on1, [K+], [K+], O, COC(=O)CCC(=NOCc1ccc(O)cc1)c1ccccc1. Product: COC(=O)CCC(=NOCc1ccc(OCc2cc(-c3ccccc3)on2)cc1)c1ccccc1. As a reaction SMILES: [C:37](=[O:38])([O-:39])[O-:40].[CH3:43][N:44]([CH3:45])[CH:46]=[O:47].[Cl:1][CH2:2][c:3]1[n:4][o:5][c:6](-[c:8]2[cH:9][cH:10][cH:11][cH:12][cH:13]2)[cH:7]1.[K+:41].[K+:42].[OH2:48].[OH:14][c:15]1[cH:16][cH:17][c:18]([CH2:19][O:20][N:21]=[C:22]([CH2:23][CH2:24][C:25](=[O:26])[O:27][CH3:28])[c:29]2[cH:30][cH:31][cH:32][cH:33][cH:34]2)[cH:35][cH:36]1>>[CH2:2]([c:3]1[n:4][o:5][c:6](-[c:8]2[cH:9][cH:10][cH:11][cH:12][cH:13]2)[cH:7]1)[O:14][c:15]1[cH:16][cH:17][c:18]([CH2:19][O:20][N:21]=[C:22]([CH2:23][CH2:24][C:25](=[O:26])[O:27][CH3:28])[c:29]2[cH:30][cH:31][cH:32][cH:33][cH:34]2)[cH:35][cH:36]1.